From a dataset of the Open Reaction Database (ORD), a public repository of structured organic reaction records. describe an organic reaction: reactants, conditions, products, and yield The reactants are CN(C)C=O, CC(C)Oc1cc(N=C=O)c(F)cc1Cl, CCOC(=O)C(CC)=C(C)N. Product: CCOC(=O)C(CC)=C(C)NC(=O)Nc1cc(OC(C)C)c(Cl)cc1F. Reaction SMILES: [CH3:27][N:28]([CH3:29])[CH:30]=[O:31].[Cl:1][c:2]1[cH:3][c:4]([F:15])[c:5]([N:12]=[C:13]=[O:14])[cH:6][c:7]1[O:8][CH:9]([CH3:10])[CH3:11].[NH2:16][C:17](=[C:18]([C:19](=[O:20])[O:21][CH2:22][CH3:23])[CH2:24][CH3:25])[CH3:26]>>[Cl:1][c:2]1[cH:3][c:4]([F:15])[c:5]([NH:12][C:13](=[O:14])[NH:16][C:17](=[C:18]([C:19](=[O:20])[O:21][CH2:22][CH3:23])[CH2:24][CH3:25])[CH3:26])[cH:6][c:7]1[O:8][CH:9]([CH3:10])[CH3:11]. Starting materials: CCCCCCCOc1ccc2cc(C(C)(CO)[N+](=O)[O-])ccc2n1, CC(=O)O, [Na+], [Na+], O=C([O-])[O-], [Zn]. Yields the product CCCCCCCOc1ccc2cc(C(C)(N)CO)ccc2n1. RXN SMILES: [CH2:1]([CH2:2][CH2:3][CH2:4][CH2:5][CH2:6][CH3:7])[O:8][c:9]1[n:10][c:11]2[cH:12][cH:13][c:14]([C:19]([CH2:20][OH:21])([CH3:22])[N+:23]([O-:24])=[O:25])[cH:15][c:16]2[cH:17][cH:18]1.[CH3:32][C:33](=[O:34])[OH:35].[Na+:26].[Na+:27].[O-:28][C:29](=[O:30])[O-:31].[Zn:36]>>[CH2:1]([CH2:2][CH2:3][CH2:4][CH2:5][CH2:6][CH3:7])[O:8][c:9]1[n:10][c:11]2[cH:12][cH:13][c:14]([C:19]([CH2:20][OH:21])([CH3:22])[NH2:23])[cH:15][c:16]2[cH:17][cH:18]1. The reactants are C1(C=2C(C(N1)=O)=CC=CC2)=O (phthalimide), C1(=CC=CC=C1)P(C1=CC=CC=C1)C1=CC=CC=C1 (triphenylphosphine), N(=NC(=O)OC(C)C)C(=O)OC(C)C (diisopropyl azodicarboxylate), C(C1=CC=CC=C1)N(C(OC(C)(C)C)=O)C[C@H](C)O ((S)-tert-butyl benzyl(2-hydroxypropyl)carbamate). Solvent: O1CCCC1 (tetrahydrofuran). Reaction conditions: temperature 0 celsius, time 10 hour. Product: C(C1=CC=CC=C1)N(C(OC(C)(C)C)=O)C[C@@H](C)N1C(C2=CC=CC=C2C1=O)=O ((R)-tert-butyl benzyl{2-(1,3-dioxoisoindolin-2-yl)propyl}carbamate). Isolated yield 89.5%. RXN SMILES: [CH2:1]([N:8]([CH2:16][C@@H:17](O)[CH3:18])[C:9](=[O:15])[O:10][C:11]([CH3:14])([CH3:13])[CH3:12])[C:2]1[CH:7]=[CH:6][CH:5]=[CH:4][CH:3]=1.[C:20]1(=[O:30])[NH:24][C:23](=[O:25])[C:22]2=[CH:26][CH:27]=[CH:28][CH:29]=[C:21]12.C1(P(C2C=CC=CC=2)C2C=CC=CC=2)C=CC=CC=1.N(C(OC(C)C)=O)=NC(OC(C)C)=O>O1CCCC1>[CH2:1]([N:8]([CH2:16][C@H:17]([N:24]1[C:20](=[O:30])[C:21]2[C:22](=[CH:26][CH:27]=[CH:28][CH:29]=2)[C:23]1=[O:25])[CH3:18])[C:9](=[O:15])[O:10][C:11]([CH3:14])([CH3:13])[CH3:12])[C:2]1[CH:7]=[CH:6][CH:5]=[CH:4][CH:3]=1. Procedure details: 209 mg of (S)-tert-butyl benzyl(2-hydroxypropyl)carbamate was dissolved in 10 mL of tetrahydrofuran in a nitrogen atmosphere and cooled to 0° C. 173 mg of phthalimide, 413 mg of triphenylphosphine, and 0.31 mL of diisopropyl azodicarboxylate were added thereto, and the mixture was stirred at room temperature for 10 hours. The reaction solution was concentrated under reduced pressure, and the obtained crude product was purified by silica gel column chromatography (hexane:ethyl acetate=6:1) to obt...